This data is from the Open Reaction Database (ORD), a public repository of structured organic reaction records. The task is: describe an organic reaction: reactants, conditions, products, and yield As a reaction SMILES: [CH2:10]([Li:11])[CH2:12][CH2:13][CH3:14].[CH2:15]([CH2:16][CH3:17])[N:18]([C:19](=[O:20])[c:21]1[cH:22][c:23]([C:24](=[O:25])[O:26][CH3:27])[cH:28][c:29]([I:31])[cH:30]1)[CH2:32][CH2:33][CH3:34].[CH3:40][CH2:41][O:42][CH2:43][CH3:44].[CH3:45][CH2:46][O:47][C:48](=[O:49])[CH3:50].[Cl-:51].[Cl-:53].[O:1]([CH2:2][CH3:3])[CH2:4][n:5]1[cH:6][n:7][cH:8][cH:9]1.[O:35]1[CH2:36][CH2:37][CH2:38][CH2:39]1.[Pd:130].[Zn+2:52].[c:111]1([P:112]([c:113]2[cH:114][cH:115][cH:116][cH:117][cH:118]2)[c:119]2[cH:120][cH:121][cH:122][cH:123][cH:124]2)[cH:125][cH:126][cH:127][cH:128][cH:129]1.[c:54]1([P:55]([c:56]2[cH:57][cH:58][cH:59][cH:60][cH:61]2)[c:62]2[cH:63][cH:64][cH:65][cH:66][cH:67]2)[cH:68][cH:69][cH:70][cH:71][cH:72]1.[c:73]1([P:74]([c:75]2[cH:76][cH:77][cH:78][cH:79][cH:80]2)[c:81]2[cH:82][cH:83][cH:84][cH:85][cH:86]2)[cH:87][cH:88][cH:89][cH:90][cH:91]1.[c:92]1([P:93]([c:94]2[cH:95][cH:96][cH:97][cH:98][cH:99]2)[c:100]2[cH:101][cH:102][cH:103][cH:104][cH:105]2)[cH:106][cH:107][cH:108][cH:109][cH:110]1>>[O:1]([CH2:2][CH3:3])[CH2:4][n:5]1[c:6](-[c:29]2[cH:28][c:23]([C:24](=[O:25])[O:26][CH3:27])[cH:22][c:21]([C:19]([N:18]([CH2:15][CH2:16][CH3:17])[CH2:32][CH2:33][CH3:34])=[O:20])[cH:30]2)[n:7][cH:8][cH:9]1. The product is CCCN(CCC)C(=O)c1cc(C(=O)OC)cc(-c2nccn2COCC)c1. Reactants: [Li]CCCC, CCCN(CCC)C(=O)c1cc(I)cc(C(=O)OC)c1, CCOCC, CCOC(C)=O, [Cl-], [Cl-], CCOCn1ccnc1, C1CCOC1, [Pd], [Zn+2], c1ccc(P(c2ccccc2)c2ccccc2)cc1, c1ccc(P(c2ccccc2)c2ccccc2)cc1, c1ccc(P(c2ccccc2)c2ccccc2)cc1, c1ccc(P(c2ccccc2)c2ccccc2)cc1. The reactants are Cc1cnc2c(Cl)nc3ccccc3n12, NCCO. Product: Cc1cnc2c(NCCO)nc3ccccc3n12. Reaction SMILES: [Cl:1][c:2]1[c:3]2[n:4]([c:5]3[cH:6][cH:7][cH:8][cH:9][c:10]3[n:11]1)[c:12]([CH3:15])[cH:13][n:14]2.[NH2:16][CH2:17][CH2:18][OH:19]>>[c:2]1([NH:16][CH2:17][CH2:18][OH:19])[c:3]2[n:4]([c:5]3[cH:6][cH:7][cH:8][cH:9][c:10]3[n:11]1)[c:12]([CH3:15])[cH:13][n:14]2. The reactants are C[N+]1([O-])CCOCC1, CC#N, OCc1c[nH]c(-c2ccccc2)c1. The product is O=Cc1c[nH]c(-c2ccccc2)c1. Reaction SMILES: [CH3:14][N+:15]1([O-:21])[CH2:16][CH2:17][O:18][CH2:19][CH2:20]1.[CH3:22][C:23]#[N:24].[c:1]1(-[c:7]2[cH:8][c:9]([CH2:12][OH:13])[cH:10][nH:11]2)[cH:2][cH:3][cH:4][cH:5][cH:6]1>>[c:1]1(-[c:7]2[cH:8][c:9]([CH:12]=[O:13])[cH:10][nH:11]2)[cH:2][cH:3][cH:4][cH:5][cH:6]1. Reactants: C(C)(=O)O[BH-](OC(C)=O)OC(C)=O.[Na+] (sodium triacetoxyborohydride), C(C)=O (acetaldehyde), C(C)(=O)O (acetic acid), N1CC(C1)SC1=CC=C(C=C1)/C(=C\C1CCCC1)/C1=CC=C(C(=N1)OC)C (6-{(E)-1-[4-(azetidin-3-ylsulfanyl)phenyl]-2-cyclopentylethenyl}-2-methoxy-3-methylpyridine). Solvent: C(Cl)(Cl)Cl (chloroform), O (water). Conditions: time 30 minute. The product is C1(CCCC1)/C=C(\C1=CC=C(C=C1)SC1CN(C1)CC)/C1=CC=C(C(=N1)OC)C (6-[(E)-2-cyclopentyl-1-{4-[(1-ethylazetidin-3-yl)sulfanyl]phenyl}ethenyl]-2-methoxy-3-methylpyridine). Yield: 58.0%. RXN SMILES: [CH:1](=O)[CH3:2].C(O)(=O)C.[NH:8]1[CH2:11][CH:10]([S:12][C:13]2[CH:18]=[CH:17][C:16](/[C:19](/[C:26]3[N:31]=[C:30]([O:32][CH3:33])[C:29]([CH3:34])=[CH:28][CH:27]=3)=[CH:20]\[CH:21]3[CH2:25][CH2:24][CH2:23][CH2:22]3)=[CH:15][CH:14]=2)[CH2:9]1.C(O[BH-](OC(=O)C)OC(=O)C)(=O)C.[Na+]>C(Cl)(Cl)Cl.O>[CH:21]1(/[CH:20]=[C:19](/[C:26]2[N:31]=[C:30]([O:32][CH3:33])[C:29]([CH3:34])=[CH:28][CH:27]=2)\[C:16]2[CH:15]=[CH:14][C:13]([S:12][CH:10]3[CH2:11][N:8]([CH2:1][CH3:2])[CH2:9]3)=[CH:18][CH:17]=2)[CH2:22][CH2:23][CH2:24][CH2:25]1 |f:3.4|. Procedure details: 90% acetaldehyde (31 μL) and acetic acid were added to a solution of 6-{(E)-1-[4-(azetidin-3-ylsulfanyl)phenyl]-2-cyclopentylethenyl}-2-methoxy-3-methylpyridine in chloroform (2 mL), and the mixture was stirred at room temperature for 30 minutes. The reaction solution was cooled and sodium triacetoxyborohydride (206 mg) was added, after which the mixture was stirred at room temperature for 30 minutes. The reaction solution was poured into water, followed by extraction with ethyl acetate. The org... Starting materials: C1(=CC=CC=C1)O (phenol), N1=CC=CC=C1 (pyridine), Cl (HCl), C1(=CC=CC=C1)C(CC(=O)Cl)C (3-phenylbutanoyl chloride). The reagents and catalysts are CN(C1=CC=NC=C1)C (4-dimethylaminopyridine). Run in C1(=CC=CC=C1)C (toluene), C1(=CC=CC=C1)C (toluene). Conditions: temperature 10 celsius, time 24 hour. Yields the product C1(=CC=CC=C1)C(CC(=O)OC1=CC=CC=C1)C (Phenyl 3-phenylbutanoate). The yield is 83.8%. Reaction SMILES: [C:1]1([OH:7])[CH:6]=[CH:5][CH:4]=[CH:3][CH:2]=1.N1C=CC=CC=1.[C:14]1([CH:20]([CH3:25])[CH2:21][C:22](Cl)=[O:23])[CH:19]=[CH:18][CH:17]=[CH:16][CH:15]=1.Cl>CN(C)C1C=CN=CC=1.C1(C)C=CC=CC=1>[C:14]1([CH:20]([CH3:25])[CH2:21][C:22]([O:7][C:1]2[CH:6]=[CH:5][CH:4]=[CH:3][CH:2]=2)=[O:23])[CH:19]=[CH:18][CH:17]=[CH:16][CH:15]=1. Procedure details: To the solution of phenol (8.62 g, 92 mmol) and 4-dimethylaminopyridine (400 mg) in toluene (110 ml) was added pyridine (18.1 g, 229 mmol) and the resulting solution was cooled to 10° C. Then a solution of 3-phenylbutanoyl chloride (20.1 g, 110 mmol) was added dropwise. The resulting mixture was stirred at room temperature for 24 h, and then cooled to 5° C. before the careful addition of 2N aq. HCl-solution (225 ml). The mixture was stirred intensely for 15 min, then diluted with toluene and tra... Starting materials: CS(=O)(=O)O, ClCCl, Nc1ncnn2c(C(=O)c3ccc4c(c3)CNCC4)cc(-c3ccc4cn(Cc5ccccc5)nc4c3)c12. The product is Nc1ncnn2c(Cc3ccc4c(c3)CNCC4)cc(-c3ccc4cn(Cc5ccccc5)nc4c3)c12. As a reaction SMILES: [CH3:39][S:40](=[O:41])(=[O:42])[OH:43].[Cl:44][CH2:45][Cl:46].[NH2:1][c:2]1[n:3][cH:4][n:5][n:6]2[c:7]1[c:8](-[c:23]1[cH:24][cH:25][c:26]3[cH:27][n:28]([CH2:32][c:33]4[cH:34][cH:35][cH:36][cH:37][cH:38]4)[n:29][c:30]3[cH:31]1)[cH:9][c:10]2[C:11](=[O:12])[c:13]1[cH:14][cH:15][c:16]2[c:21]([cH:22]1)[CH2:20][NH:19][CH2:18][CH2:17]2>>[NH2:1][c:2]1[n:3][cH:4][n:5][n:6]2[c:7]1[c:8](-[c:23]1[cH:24][cH:25][c:26]3[cH:27][n:28]([CH2:32][c:33]4[cH:34][cH:35][cH:36][cH:37][cH:38]4)[n:29][c:30]3[cH:31]1)[cH:9][c:10]2[CH2:11][c:13]1[cH:14][cH:15][c:16]2[c:21]([cH:22]1)[CH2:20][NH:19][CH2:18][CH2:17]2. The reactants are CCOC(=O)C(=O)C(C)C(=O)CC, Cl, NO, [Na+], [OH-], O. Product: CCOC(=O)C(=O)C(C)C(CC)=NO. As a reaction SMILES: [CH2:6]([CH3:7])[O:8][C:9]([C:10]([CH:11]([C:12]([CH2:13][CH3:14])=[O:15])[CH3:16])=[O:17])=[O:18].[ClH:3].[NH2:4][OH:5].[Na+:2].[OH-:1].[OH2:19]>>[OH:1][N:4]=[C:12]([CH:11]([C:10]([C:9]([O:8][CH2:6][CH3:7])=[O:18])=[O:17])[CH3:16])[CH2:13][CH3:14]. Starting materials: Cl.N[C@@H]1CC[C@H](CC1)NC(=O)C1=C(NC2=C1N=CN=C2C2=C(C=CC(=C2)C)OCC2CC2)C (N-(trans-4-aminocyclohexyl)-4-[2-(cyclopropylmethoxy)-5-methylphenyl]-6-methyl-5H-pyrrolo[3,2-d]pyrimidine-7-carboxamide hydrochloride), COCC(=O)Cl (methoxy-acetyl chloride). The product is C1(CC1)COC1=C(C=C(C=C1)C)C=1C2=C(N=CN1)C(=C(N2)C)C(=O)N[C@@H]2CC[C@H](CC2)NC(COC)=O (4-[2-(Cyclopropylmethoxy)-5-methylphenyl]-N-{trans-4-[(methoxyacetyl)amino]cyclohexyl}-6-methyl-5H-pyrrolo[3,2-d]pyrimidine-7-carboxamide). As a reaction SMILES: Cl.[NH2:2][C@H:3]1[CH2:8][CH2:7][C@H:6]([NH:9][C:10]([C:12]2[C:16]3[N:17]=[CH:18][N:19]=[C:20]([C:21]4[CH:26]=[C:25]([CH3:27])[CH:24]=[CH:23][C:22]=4[O:28][CH2:29][CH:30]4[CH2:32][CH2:31]4)[C:15]=3[NH:14][C:13]=2[CH3:33])=[O:11])[CH2:5][CH2:4]1.[CH3:34][O:35][CH2:36][C:37](Cl)=[O:38]>>[CH:30]1([CH2:29][O:28][C:22]2[CH:23]=[CH:24][C:25]([CH3:27])=[CH:26][C:21]=2[C:20]2[C:15]3[NH:14][C:13]([CH3:33])=[C:12]([C:10]([NH:9][C@H:6]4[CH2:7][CH2:8][C@H:3]([NH:2][C:37](=[O:38])[CH2:36][O:35][CH3:34])[CH2:4][CH2:5]4)=[O:11])[C:16]=3[N:17]=[CH:18][N:19]=2)[CH2:31][CH2:32]1 |f:0.1|. Reported procedure: Starting from N-(trans-4-aminocyclohexyl)-4-[2-(cyclopropylmethoxy)-5-methylphenyl]-6-methyl-5H-pyrrolo[3,2-d]pyrimidine-7-carboxamide hydrochloride (example D.f29) and commercially available methoxy-acetyl chloride the title compound is obtained as colorless solid.